The task is: describe an organic reaction: reactants, conditions, products, and yield. This data is from the Open Reaction Database (ORD), a public repository of structured organic reaction records. The reactants are [N+](=O)([O-])C1=CC=C(N)C=C1 (4-nitroaniline), ClC1=C(N)C(=CC(=C1)[N+](=O)[O-])Cl (2,6-dichloro-4-nitroaniline), [N+](=O)([O-])C1=CC=C(N)C=C1 (4-nitroaniline), ClCl (chlorine), Cl (hydrochloric acid). Solvent: O (water), [N+](=O)(O)[O-] (nitric acid). Product: ClC1=C(N)C=CC(=C1)[N+](=O)[O-] (2-chloro-4-nitroaniline). The yield is 90.0%. As a reaction SMILES: [Cl:1][C:2]1[CH:8]=[C:7]([N+:9]([O-:11])=[O:10])[CH:6]=[C:5](Cl)[C:3]=1[NH2:4].[N+](C1C=CC(N)=CC=1)([O-])=O.ClCl.Cl>O.[N+]([O-])(O)=O>[Cl:1][C:2]1[CH:8]=[C:7]([N+:9]([O-:11])=[O:10])[CH:6]=[CH:5][C:3]=1[NH2:4]. Procedure details: Process for the preparation of 2,6-dichloro-4-nitroaniline by chlorination of 4-nitroaniline with chlorine bleaching liquor in water using acids, which comprises chlorinating 1 mole of 4-nitroaniline in 3-6 moles of hydrochloric acid (HCl) or nitric acid (HNO3) in the form of a dilute, aqueous acid in the presence of a dispersing agent which is stable under the reaction conditions, the chlorination initially being carried out at 5° to 10° C. and then at 15°-20° C. and, finally, after 90-95% of t... Reactants: OOS(=O)[O-].[K+] (oxone), [K] (potassium), KHSO5, O (water), C(C)OC(C(CC(C)(C)C)CC1=CC=CC=C1)=S (2-benzyl-3-tert.-butylthio-propionic acid ethyl ester), O (water). Solvent: CO (methanol). Conditions: time 8 hour. The product is C(C)OC(C(CS(=O)(=O)C(C)(C)C)CC1=CC=CC=C1)=O (2-benzyl-3-tert.-butylsulphonyl-propionic acid ethyl ester). RXN SMILES: [CH2:1]([O:3][C:4](=S)[CH:5]([CH2:11][C:12]1[CH:17]=[CH:16][CH:15]=[CH:14][CH:13]=1)[CH2:6]C(C)(C)C)[CH3:2].O[O:20][S:21]([O-:23])=O.[K+].[K].[OH2:26]>CO>[CH2:1]([O:3][C:4](=[O:26])[CH:5]([CH2:11][C:12]1[CH:13]=[CH:14][CH:15]=[CH:16][CH:17]=1)[CH2:6][S:21]([C:5]([CH3:11])([CH3:6])[CH3:4])(=[O:23])=[O:20])[CH3:2] |f:1.2,^1:24|. Reported procedure: 0.5 g of 2-benzyl-3-tert.-butylthio-propionic acid ethyl ester is dissolved in 8 ml of methanol and, while cooling with ice, 1.63 g of oxone® (potassium peroxomonosulphate, 50% KHSO5, Ventron GmbH, Karlsruhe) in 7 ml of water are added and the whole is stirred overnight at room temperature. The solution is diluted with water and extracted with methylene chloride, and the extracts are dried and concentrated by evaporation. 1H-NMR (DMSO-d6): 1.0 ppm (t, 3H), 1.3 (s, 9H); 2.8-3.5 (m, 5H), 3.95 (q, ... The reactants are N([C@@H](CC1=CC=CC=C1)C(=O)NCC(=O)N[C@@H](C)C(=O)O)C(=O)OCC1=CC=CC=C1 (Z-Phe-Gly-Ala-OH), N[C@@H](C(C)C)C(=O)CCl.Cl (H-ValCH2Cl.HCl), N([C@@H](CC1=CC=CC=C1)C(=O)NCC(=O)N[C@@H](CC(C)C)C(=O)N[C@@H](CC(C)C)C(=O)CCl)C(=O)OCC1=CC=CC=C1 (Z-Phe-Gly-Leu-LeuCH2Cl). Yields the product N([C@@H](CC1=CC=CC=C1)C(=O)NCC(=O)N[C@@H](C)C(=O)N[C@@H](C(C)C)C(=O)CCl)C(=O)OCC1=CC=CC=C1 (Z-Phe-Gly-Ala-ValCH2Cl). Reaction SMILES: [NH:1]([C:22]([O:24][CH2:25][C:26]1[CH:31]=[CH:30][CH:29]=[CH:28][CH:27]=1)=[O:23])[C@H:2]([C:10]([NH:12][CH2:13][C:14]([NH:16][C@H:17]([C:19](O)=[O:20])[CH3:18])=[O:15])=[O:11])[CH2:3][C:4]1[CH:9]=[CH:8][CH:7]=[CH:6][CH:5]=1.[NH2:32][C@H:33]([C:37]([CH2:39][Cl:40])=[O:38])[CH:34]([CH3:36])[CH3:35].Cl.N(C(OCC1C=CC=CC=1)=O)[C@H](C(NCC(N[C@H](C(N[C@H](C(CCl)=O)CC(C)C)=O)CC(C)C)=O)=O)CC1C=CC=CC=1>>[NH:1]([C:22]([O:24][CH2:25][C:26]1[CH:27]=[CH:28][CH:29]=[CH:30][CH:31]=1)=[O:23])[C@H:2]([C:10]([NH:12][CH2:13][C:14]([NH:16][C@H:17]([C:19]([NH:32][C@H:33]([C:37]([CH2:39][Cl:40])=[O:38])[CH:34]([CH3:36])[CH3:35])=[O:20])[CH3:18])=[O:15])=[O:11])[CH2:3][C:4]1[CH:9]=[CH:8][CH:7]=[CH:6][CH:5]=1 |f:1.2|. Reported procedure: Z-Phe-Gly-Ala-OH (1.60 g, 3.73 mmol) was then coupled to H-ValCH2Cl.HCl by a procedure substantially similar to that described for the preparation of Z-Phe-Gly-Leu-LeuCH2Cl, above. The resulting product was crystallized from ethyl acetate:ether to yield 1.29 g of Z-Phe-Gly-Ala-ValCH2Cl (m.p. 143°-144°). Product: CC(C)(C)CC1NC(C(=O)N2CCN(CC(=O)NCCC(O)CO)CC2)C(c2cccc(Cl)c2F)C1(C#N)c1ccc(Cl)cc1F. Reactants: C1COCCO1, CC(C)(C)CC1NC(C(=O)N2CCN(CC(=O)NCCC3COC(C)(C)O3)CC2)C(c2cccc(Cl)c2F)C1(C#N)c1ccc(Cl)cc1F, Cl. RXN SMILES: [CH2:50]1[O:51][CH2:52][CH2:53][O:54][CH2:55]1.[Cl:1][c:2]1[c:3]([F:49])[c:4]([CH:8]2[CH:9]([C:28](=[O:29])[N:30]3[CH2:31][CH2:32][N:33]([CH2:36][C:37](=[O:38])[NH:39][CH2:40][CH2:41][CH:42]4[O:43][C:44]([CH3:47])([CH3:48])[O:45][CH2:46]4)[CH2:34][CH2:35]3)[NH:10][CH:11]([CH2:23][C:24]([CH3:25])([CH3:26])[CH3:27])[C:12]2([C:13]#[N:14])[c:15]2[c:16]([F:22])[cH:17][c:18]([Cl:21])[cH:19][cH:20]2)[cH:5][cH:6][cH:7]1.[ClH:56]>>[Cl:1][c:2]1[c:3]([F:49])[c:4]([CH:8]2[CH:9]([C:28](=[O:29])[N:30]3[CH2:31][CH2:32][N:33]([CH2:36][C:37](=[O:38])[NH:39][CH2:40][CH2:41][CH:42]([OH:43])[CH2:46][OH:45])[CH2:34][CH2:35]3)[NH:10][CH:11]([CH2:23][C:24]([CH3:25])([CH3:26])[CH3:27])[C:12]2([C:13]#[N:14])[c:15]2[c:16]([F:22])[cH:17][c:18]([Cl:21])[cH:19][cH:20]2)[cH:5][cH:6][cH:7]1. The reactants are C(C)(C)(C)OC(=O)N[C@@H](C)C(=O)O (t-butyloxycarbonylalanine), CN1CCOCC1 (N-methylmorpholine), C(C(C)C)OC(=O)Cl (isobutylchloroformate), Cl.C(C1=CC=CC=C1)OC([C@H]1N(CCC1)C([C@@H](N)C)=O)=O (alanylproline benzylester hydrochloride), CN1CCOCC1 (N-methylmorpholine). Run in O1CCCC1 (tetrahydrofuran), C(Cl)(Cl)Cl (chloroform). Conditions: time 10 minute. Product: C(C1=CC=CC=C1)OC([C@H]1N(CCC1)C([C@@H](NC([C@@H](NC(=O)OC(C)(C)C)C)=O)C)=O)=O (t-butoxycarbonylalanylalanylproline benzyl ester). As a reaction SMILES: [C:1]([O:5][C:6]([NH:8][C@H:9]([C:11]([OH:13])=O)[CH3:10])=[O:7])([CH3:4])([CH3:3])[CH3:2].CN1CCOCC1.C(OC(Cl)=O)C(C)C.Cl.[CH2:30]([O:37][C:38](=[O:49])[C@@H:39]1[CH2:43][CH2:42][CH2:41][N:40]1[C:44](=[O:48])[C@H:45]([CH3:47])[NH2:46])[C:31]1[CH:36]=[CH:35][CH:34]=[CH:33][CH:32]=1>O1CCCC1.C(Cl)(Cl)Cl>[CH2:30]([O:37][C:38](=[O:49])[C@@H:39]1[CH2:43][CH2:42][CH2:41][N:40]1[C:44](=[O:48])[C@H:45]([CH3:47])[NH:46][C:11](=[O:13])[C@H:9]([CH3:10])[NH:8][C:6]([O:5][C:1]([CH3:2])([CH3:3])[CH3:4])=[O:7])[C:31]1[CH:36]=[CH:35][CH:34]=[CH:33][CH:32]=1 |f:3.4|. Procedure: To a solution of 0.035 mole of t-butyloxycarbonylalanine in 80 ml of dry tetrahydrofuran which has been cooled to -20° to - 30° is added 4 ml of N-methylmorpholine and then 4.6 ml of isobutylchloroformate. After stirring for 10 minutes there is added 0.035 mole of alanylproline benzylester hydrochloride and 4 ml of N-methylmorpholine in 60 ml of chloroform. The reaction mixture is stirred overnight at room temperature, concentrated in vacuo and the residue taken up between ethyl acetate and 0.25... The reactants are O=C([O-])[O-], Fc1ccc(-c2cn3ccnc(CC4CC4)c3n2)cc1, [Cs+], [Cs+], CSc1nccc(I)n1, CC(=O)[O-], CC(=O)[O-], CN(C)C=O, [Pd+2], c1ccc(P(c2ccccc2)c2ccccc2)cc1. Yields the product CSc1nccc(-c2c(-c3ccc(F)cc3)nc3c(CC4CC4)nccn23)n1. As a reaction SMILES: [C:30](=[O:31])([O-:32])[O-:33].[CH:1]1([CH2:4][c:5]2[c:6]3[n:7]([cH:8][cH:9][n:10]2)[cH:11][c:12](-[c:14]2[cH:15][cH:16][c:17]([F:20])[cH:18][cH:19]2)[n:13]3)[CH2:2][CH2:3]1.[Cs+:34].[Cs+:35].[I:21][c:22]1[n:23][c:24]([S:28][CH3:29])[n:25][cH:26][cH:27]1.[O-:56][C:57]([CH3:58])=[O:59].[O-:60][C:61]([CH3:62])=[O:63].[O:64]=[CH:65][N:66]([CH3:67])[CH3:68].[Pd+2:55].[c:36]1([P:37]([c:38]2[cH:39][cH:40][cH:41][cH:42][cH:43]2)[c:44]2[cH:45][cH:46][cH:47][cH:48][cH:49]2)[cH:50][cH:51][cH:52][cH:53][cH:54]1>>[CH:1]1([CH2:4][c:5]2[c:6]3[n:7]([cH:8][cH:9][n:10]2)[c:11](-[c:22]2[n:23][c:24]([S:28][CH3:29])[n:25][cH:26][cH:27]2)[c:12](-[c:14]2[cH:15][cH:16][c:17]([F:20])[cH:18][cH:19]2)[n:13]3)[CH2:2][CH2:3]1. Starting materials: CCOC(=O)c1cc(OC)c(OCc2ccccc2)cc1C(=O)c1ccccc1, CCO, CCOC(C)=O, Cl, [Na+], [OH-]. Product: COc1cc(C(=O)O)c(C(=O)c2ccccc2)cc1OCc1ccccc1. RXN SMILES: [C:1]([c:2]1[cH:3][cH:4][cH:5][cH:6][cH:7]1)(=[O:8])[c:9]1[c:10]([C:11](=[O:12])[O:13][CH2:14][CH3:15])[cH:16][c:17]([O:28][CH3:29])[c:18]([O:20][CH2:21][c:22]2[cH:23][cH:24][cH:25][cH:26][cH:27]2)[cH:19]1.[CH3:32][CH2:33][OH:34].[CH3:36][CH2:37][O:38][C:39](=[O:40])[CH3:41].[ClH:35].[Na+:31].[OH-:30]>>[C:1]([c:2]1[cH:3][cH:4][cH:5][cH:6][cH:7]1)(=[O:8])[c:9]1[c:10]([C:11](=[O:12])[OH:13])[cH:16][c:17]([O:28][CH3:29])[c:18]([O:20][CH2:21][c:22]2[cH:23][cH:24][cH:25][cH:26][cH:27]2)[cH:19]1. Starting materials: O=C([O-])[O-], CI, CC#N, COC(=O)c1ccc2c(=O)[nH]c(Cc3cccc(Cl)c3)nc2c1, [K+], [K+]. Reaction SMILES: [C:24](=[O:25])([O-:26])[O-:27].[CH3:30][I:31].[CH3:32][C:33]#[N:34].[Cl:1][c:2]1[cH:3][c:4]([CH2:5][c:6]2[n:7][c:8]3[cH:9][c:10]([C:17](=[O:18])[O:19][CH3:20])[cH:11][cH:12][c:13]3[c:14](=[O:16])[nH:15]2)[cH:21][cH:22][cH:23]1.[K+:28].[K+:29]>>[Cl:1][c:2]1[cH:3][c:4]([CH2:5][c:6]2[n:7][c:8]3[cH:9][c:10]([C:17](=[O:18])[O:19][CH3:20])[cH:11][cH:12][c:13]3[c:14](=[O:16])[n:15]2[CH3:24])[cH:21][cH:22][cH:23]1. Product: COC(=O)c1ccc2c(=O)n(C)c(Cc3cccc(Cl)c3)nc2c1. Yields the product COc1cccc(OCC(=O)CC(C)(C)C)c1. RXN SMILES: [Br:1][CH2:2][C:3]([CH2:4][C:5]([CH3:6])([CH3:7])[CH3:8])=[O:9].[C:19](=[O:20])([O-:21])[O-:22].[CH3:10][O:11][c:12]1[cH:13][cH:14][cH:15][c:16]([OH:17])[cH:18]1.[Cs+:23].[Cs+:24].[O:25]=[CH:26][N:27]([CH3:28])[CH3:29]>>[CH2:2]([C:3]([CH2:4][C:5]([CH3:6])([CH3:7])[CH3:8])=[O:9])[O:17][c:16]1[cH:15][cH:14][cH:13][c:12]([O:11][CH3:10])[cH:18]1. Reactants: CC(C)(C)CC(=O)CBr, O=C([O-])[O-], COc1cccc(O)c1, [Cs+], [Cs+], CN(C)C=O. Reactants: ClC(Cl)(Cl)Cl, O=P(O)(CCc1ccccc1)CCc1ccccc1, O=S(=O)(Cl)Cl. The product is O=P(Cl)(CCc1ccccc1)CCc1ccccc1. As a reaction SMILES: [C:25]([Cl:26])([Cl:27])([Cl:28])[Cl:29].[CH2:1]([CH2:2][c:3]1[cH:4][cH:5][cH:6][cH:7][cH:8]1)[P:9]([OH:10])(=[O:11])[CH2:12][CH2:13][c:14]1[cH:15][cH:16][cH:17][cH:18][cH:19]1.[S:20]([Cl:21])(=[O:22])([Cl:23])=[O:24]>>[CH2:1]([CH2:2][c:3]1[cH:4][cH:5][cH:6][cH:7][cH:8]1)[P:9](=[O:10])([CH2:12][CH2:13][c:14]1[cH:15][cH:16][cH:17][cH:18][cH:19]1)[Cl:23].